Dataset: the Open Reaction Database (ORD), a public repository of structured organic reaction records. Task: describe an organic reaction: reactants, conditions, products, and yield Reactants: CO, O=c1c2ccccc2oc2ccc(N3CC4CNCC4C3)cc12, O=C(O)C(F)(F)F. The product is O=c1c2ccccc2oc2ccc(N3CC4CNCC4C3)cc12, O=C(O)C(F)(F)F. As a reaction SMILES: [CH3:31][OH:32].[CH:1]12[CH2:2][N:3]([c:9]3[cH:10][c:11]4[c:12](=[O:23])[c:13]5[cH:14][cH:15][cH:16][cH:17][c:18]5[o:19][c:20]4[cH:21][cH:22]3)[CH2:4][CH:5]1[CH2:6][NH:7][CH2:8]2.[OH:24][C:25](=[O:26])[C:27]([F:28])([F:29])[F:30]>>[CH:1]12[CH2:2][N:3]([c:9]3[cH:10][c:11]4[c:12](=[O:23])[c:13]5[cH:14][cH:15][cH:16][cH:17][c:18]5[o:19][c:20]4[cH:21][cH:22]3)[CH2:4][CH:5]1[CH2:6][NH:7][CH2:8]2.[O:24]=[C:25]([OH:26])[C:27]([F:28])([F:29])[F:30]. Reactants: CN(C)CCCOc1ccc(-c2ccc(C=O)o2)cc1, Cc1ccccc1. The product is CN(C)CCCOc1ccc(-c2ccc(CO)o2)cc1. Reaction SMILES: [CH3:1][N:2]([CH2:3][CH2:4][CH2:5][O:6][c:7]1[cH:8][cH:9][c:10](-[c:13]2[cH:14][cH:15][c:16]([CH:18]=[O:19])[o:17]2)[cH:11][cH:12]1)[CH3:20].[CH3:21][c:22]1[cH:23][cH:24][cH:25][cH:26][cH:27]1>>[CH3:1][N:2]([CH2:3][CH2:4][CH2:5][O:6][c:7]1[cH:8][cH:9][c:10](-[c:13]2[cH:14][cH:15][c:16]([CH2:18][OH:19])[o:17]2)[cH:11][cH:12]1)[CH3:20]. Reactants: C(C)(C)(C)OC(C[C@@H](CCC1=CC=C(C=C1)C1=CC=C(C=C1)OCCCCCCC)N([C@H](C)C1=CC=CC=C1)CC1=CC=CC=C1)=O ((R)-3-[benzyl-((R)-1-phenylethyl)amino]-5-(4′-heptyloxy-biphenyl-4-yl)pentanoic acid tert-butyl ester), CC(=O)O (AcOH). The reagents and catalysts are [OH-].[OH-].[Pd+2] (Pd(OH)2 on carbon). The solvent is CCOC(=O)C (EtOAc). Reaction conditions: time 15 hour. Yields the product C(C)(C)(C)OC(C[C@@H](CCC1=CC=C(C=C1)C1=CC=C(C=C1)OCCCCCCC)N)=O ((R)-3-amino-5-(4′-heptyloxybiphenyl-4-yl)pentanoic acid tert-butyl ester). Isolated yield 160.5%. RXN SMILES: [C:1]([O:5][C:6](=[O:47])[CH2:7][C@H:8]([N:31](CC1C=CC=CC=1)[C@@H](C1C=CC=CC=1)C)[CH2:9][CH2:10][C:11]1[CH:16]=[CH:15][C:14]([C:17]2[CH:22]=[CH:21][C:20]([O:23][CH2:24][CH2:25][CH2:26][CH2:27][CH2:28][CH2:29][CH3:30])=[CH:19][CH:18]=2)=[CH:13][CH:12]=1)([CH3:4])([CH3:3])[CH3:2].CC(O)=O>CCOC(C)=O.[OH-].[OH-].[Pd+2]>[C:1]([O:5][C:6](=[O:47])[CH2:7][C@H:8]([NH2:31])[CH2:9][CH2:10][C:11]1[CH:16]=[CH:15][C:14]([C:17]2[CH:22]=[CH:21][C:20]([O:23][CH2:24][CH2:25][CH2:26][CH2:27][CH2:28][CH2:29][CH3:30])=[CH:19][CH:18]=2)=[CH:13][CH:12]=1)([CH3:3])([CH3:2])[CH3:4] |f:3.4.5|. Reported procedure: To a stirred solution of (R)-3-[benzyl-((R)-1-phenylethyl)amino]-5-(4′-heptyloxy-biphenyl-4-yl)pentanoic acid tert-butyl ester (2.82 g, 4.45 mmol) in EtOAc (50 ml) were added AcOH (2.5 ml) and Pd(OH)2 on carbon (Pd(OH)2 ca. 20 wt %, 1.07 g), and then the mixture was set under H2 atmosphere. After being stirred for 15 h, the mixture was filtered through a pad of Celite and washed with MeOH. The filtrate and washings were combined, and concentrated in vacuo to give (R)-3-amino-5-(4′-heptyloxybiphe... The reactants are CCOC(C)=O, Cl, [Na+], [OH-], Cc1cc(C)c(-c2ccncc2NC(=O)OC(C)(C)C)c(C)c1. The product is Cc1cc(C)c(-c2ccncc2N)c(C)c1. Reaction SMILES: [CH3:27][CH2:28][O:29][C:30](=[O:31])[CH3:32].[ClH:1].[Na+:26].[OH-:25].[c:2]1([CH3:24])[c:3](-[c:10]2[c:11]([NH:16][C:17](=[O:18])[O:19][C:20]([CH3:21])([CH3:22])[CH3:23])[cH:12][n:13][cH:14][cH:15]2)[c:4]([CH3:9])[cH:5][c:6]([CH3:8])[cH:7]1>>[c:2]1([CH3:24])[c:3](-[c:10]2[c:11]([NH2:16])[cH:12][n:13][cH:14][cH:15]2)[c:4]([CH3:9])[cH:5][c:6]([CH3:8])[cH:7]1. Reported procedure: To ethanol (15 mL) was added 4-[[2-(3-aminophenoxy)-6-(5-cyano-2-phenyl-methoxyphenoxy)-3,5-difluoropyridin-4-yl]oxy]-3-methoxybenzoic acid, ethyl ester (0.50 g, 0.80 mmol), cyanamide (0.60 g, 14 mmol), and 6 M hydrochloric acid (0.7 mL). After refluxing for 19 hours, cyanamide (0.60 g, 14 mmol) and 6 M hydrochloric acid (0.7 mL) was added and refluxing was continued for 4 hours. The reaction mixture was concentrated in vacuo and purified by HPLC to give 4-[[2-[3-(guanidino)phenoxy)-6-(5-cyano-2... Reaction SMILES: NC1C=C(C=CC=1)OC1C(F)=C(O[C:14]2[CH:24]=[CH:23][C:17]([C:18]([O:20][CH2:21][CH3:22])=[O:19])=[CH:16][C:15]=2OC)C(F)=C(OC2C=C(C#N)C=C(OC)C=2C2C=CC=CC=2)N=1.N#CN.Cl>C(O)C>[C:18]([O:20][CH2:21][CH3:22])(=[O:19])[C:17]1[CH:23]=[CH:24][CH:14]=[CH:15][CH:16]=1. Run in C(C)O (ethanol). Reactants: NC=1C=C(OC2=NC(=C(C(=C2F)OC2=C(C=C(C(=O)OCC)C=C2)OC)F)OC2=C(C(=CC(=C2)C#N)OC)C2=CC=CC=C2)C=CC1 (4-[[2-(3-aminophenoxy)-6-(5-cyano-2-phenyl-methoxyphenoxy)-3,5-difluoropyridin-4-yl]oxy]-3-methoxybenzoic acid, ethyl ester), N#CN (cyanamide), Cl (hydrochloric acid), N#CN (cyanamide), Cl (hydrochloric acid). Run at time 4 hour. Product: C(C1=CC=CC=C1)(=O)OCC (benzoic acid, ethyl ester). Reactants: 2-[2-(2-Methyl-3-phenyl-allylamino)]-ethyl-(R) pyrrolidine-1-carboxylic acid tert-butyl ester, C(C)(C)(C)OC(=O)N1C(CCC1)CCN(C(C1=CC(=C(C(=C1)OC)OC)OC)=O)CC(=CC1=CC=CC=C1)C (2-{2-[(2-methyl-3-phenyl-allyl)-(3,4,5-trimethoxy-benzoyl)-amino-]-ethyl}-pyrrolidine-1-carboxylic acid tert-butyl ester), C(C)(C)(C)OC(=O)N1[C@H](CCC1)C(=O)O ((R)-Pyrrolidine-1,2-dicarboxylic acid-1-tert-butyl ester), COC=1C=C(C(=O)O)C=C(C1OC)OC (3,4,5-trimethoxy benzoic acid), F[B-](F)(F)F.N1(N=NC2=C1C=CC=C2)OC(=[N+](C)C)N(C)C (O-(benzotriazole-1-yl)-N,N,N′,N′-tetramethyluronium tetrafluoroborate). Run in Cl (HCl), O1CCOCC1 (dioxane), C(C)N(CC)CC (triethylamine). Product: COC=1C=C(C(=O)N(CC[C@@H]2NCCC2)CC(=CC2=CC=CC=C2)C)C=C(C1OC)OC (3,4,5-Trimethoxy-N-(2-methyl-3-phenyl-allyl)-N-(2-(R)-pyrrolidin-2-yl-ethyl)-benzamide). Isolated yield 39.0%. Reaction SMILES: C(OC(N1CCC[C@@H]1C(O)=O)=O)(C)(C)C.COC1C=C(C=C(OC)C=1OC)C(O)=O.F[B-](F)(F)F.N1(OC(N(C)C)=[N+](C)C)C2C=CC=CC=2N=N1.C(OC([N:60]1[CH2:64][CH2:63][CH2:62][CH:61]1[CH2:65][CH2:66][N:67]([CH2:82][C:83]([CH3:91])=[CH:84][C:85]1[CH:90]=[CH:89][CH:88]=[CH:87][CH:86]=1)[C:68](=[O:81])[C:69]1[CH:74]=[C:73]([O:75][CH3:76])[C:72]([O:77][CH3:78])=[C:71]([O:79][CH3:80])[CH:70]=1)=O)(C)(C)C>O1CCOCC1.Cl.C(N(CC)CC)C>[CH3:80][O:79][C:71]1[CH:70]=[C:69]([CH:74]=[C:73]([O:75][CH3:76])[C:72]=1[O:77][CH3:78])[C:68]([N:67]([CH2:82][C:83]([CH3:91])=[CH:84][C:85]1[CH:86]=[CH:87][CH:88]=[CH:89][CH:90]=1)[CH2:66][CH2:65][C@H:61]1[CH2:62][CH2:63][CH2:64][NH:60]1)=[O:81] |f:2.3|. Procedure details: Experimental condition analogous to Example 13 were used with 2-[2-(2-Methyl-3-phenyl-allylamino)]-ethyl-(R) pyrrolidine-1-carboxylic acid tert-butyl ester (prepared from (R)-Pyrrolidine-1,2-dicarboxylic acid-1-tert-butyl ester according to the scheme 3) 0.6 g (2 mmol), 3,4,5-trimethoxy benzoic acid 0.51 g (2.4 mmol), O-(benzotriazole-1-yl)-N,N,N′,N′-tetramethyluronium tetrafluoroborate 1.3 g (4 mmol) and triethylamine 0.2 ml. The intermediate 2-{2-[(2-methyl-3-phenyl-allyl)-(3,4,5-trimethoxy-be...